From a dataset of the Open Reaction Database (ORD), a public repository of structured organic reaction records. describe an organic reaction: reactants, conditions, products, and yield Starting materials: CC(C)(C)OC(=O)N1CCC(c2cc(N(COCC[Si](C)(C)C)COCC[Si](C)(C)C)n3nccc3n2)C1, CC#N, O=C1CCC(=O)N1I. Product: CC(C)(C)OC(=O)N1CCC(c2cc(N(COCC[Si](C)(C)C)COCC[Si](C)(C)C)n3ncc(I)c3n2)C1. As a reaction SMILES: [CH3:1][Si:2]([CH2:3][CH2:4][O:5][CH2:6][N:7]([c:8]1[cH:9][c:10]([CH:17]2[CH2:18][N:19]([C:22](=[O:23])[O:24][C:25]([CH3:26])([CH3:27])[CH3:28])[CH2:20][CH2:21]2)[n:11][c:12]2[n:13]1[n:14][cH:15][cH:16]2)[CH2:29][O:30][CH2:31][CH2:32][Si:33]([CH3:34])([CH3:35])[CH3:36])([CH3:37])[CH3:38].[CH3:47][C:48]#[N:49].[O:39]=[C:40]1[N:41]([I:46])[C:42](=[O:43])[CH2:44][CH2:45]1>>[CH3:1][Si:2]([CH2:3][CH2:4][O:5][CH2:6][N:7]([c:8]1[cH:9][c:10]([CH:17]2[CH2:18][N:19]([C:22](=[O:23])[O:24][C:25]([CH3:26])([CH3:27])[CH3:28])[CH2:20][CH2:21]2)[n:11][c:12]2[n:13]1[n:14][cH:15][c:16]2[I:46])[CH2:29][O:30][CH2:31][CH2:32][Si:33]([CH3:34])([CH3:35])[CH3:36])([CH3:37])[CH3:38].